This data is from the Open Reaction Database (ORD), a public repository of structured organic reaction records. The task is: describe an organic reaction: reactants, conditions, products, and yield The reactants are Cc1sc(Br)c(C)c1Br, [Li]CCCC, CN(C)C=O, [Na], O. Product: Cc1sc(C=O)c(C)c1Br. As a reaction SMILES: [Br:1][c:2]1[s:3][c:4]([CH3:9])[c:5]([Br:8])[c:6]1[CH3:7].[CH2:11]([Li:12])[CH2:13][CH2:14][CH3:15].[CH3:16][N:17]([CH:18]=[O:19])[CH3:20].[Na:10].[OH2:21]>>[c:2]1([CH:18]=[O:19])[s:3][c:4]([CH3:9])[c:5]([Br:8])[c:6]1[CH3:7]. Starting materials: ClCCl, O=C=Nc1ccc(Oc2ccc3ccccc3c2)c(Cl)c1, NO. Yields the product O=C(NO)Nc1ccc(Oc2ccc3ccccc3c2)c(Cl)c1. RXN SMILES: [CH2:24]([Cl:25])[Cl:26].[Cl:1][c:2]1[cH:3][c:4]([N:19]=[C:20]=[O:21])[cH:5][cH:6][c:7]1[O:8][c:9]1[cH:10][c:11]2[cH:12][cH:13][cH:14][cH:15][c:16]2[cH:17][cH:18]1.[NH2:22][OH:23]>>[Cl:1][c:2]1[cH:3][c:4]([NH:19][C:20](=[O:21])[NH:22][OH:23])[cH:5][cH:6][c:7]1[O:8][c:9]1[cH:10][c:11]2[cH:12][cH:13][cH:14][cH:15][c:16]2[cH:17][cH:18]1. Reactants: [I-].[K+] (potassium iodide), C(C)(=O)C1=C(C(=C(CCl)C=C1)CCC)O (4-acetyl-3-hydroxy-2-propylbenzyl chloride), NC=1SC(=NN1)S (2-amino-5-mercapto-1,3,4-thiadiazole), C([O-])([O-])=O.[K+].[K+] (potassium carbonate). The reagents and catalysts are [Br-].C(CCC)[N+](CCCC)(CCCC)CCCC (tetra-n-butylammonium bromide). The solvent is C(C)(=O)OCC (Ethyl acetate), C(C)C(=O)C (methyl ethyl ketone). Reaction conditions: temperature 60 celsius, time 2 hour. Yields the product NC=1SC(=NN1)SCC1=C(C(=C(C=C1)C(C)=O)O)CCC (2-amino5-[(4-acetyl-3-hydroxy-2-propylbenzyl)thio]-1,3,4- thiadiazole). The yield is 102.8%. As a reaction SMILES: [C:1]([C:4]1[CH:11]=[CH:10][C:7]([CH2:8]Cl)=[C:6]([CH2:12][CH2:13][CH3:14])[C:5]=1[OH:15])(=[O:3])[CH3:2].[NH2:16][C:17]1[S:18][C:19]([SH:22])=[N:20][N:21]=1.C(=O)([O-])[O-].[K+].[K+].[I-].[K+]>[Br-].C([N+](CCCC)(CCCC)CCCC)CCC.C(OCC)(=O)C.C(C(C)=O)C>[NH2:16][C:17]1[S:18][C:19]([S:22][CH2:8][C:7]2[CH:10]=[CH:11][C:4]([C:1](=[O:3])[CH3:2])=[C:5]([OH:15])[C:6]=2[CH2:12][CH2:13][CH3:14])=[N:20][N:21]=1 |f:2.3.4,5.6,7.8|. Procedure: To a mixture of 0.30 g of 4-acetyl-3-hydroxy-2-propylbenzyl chloride, 0.22 g of 2-amino-5-mercapto-1,3,4-thiadiazole, 0.22 g of anhydrous potassium carbonate and 3 ml of methyl ethyl ketone were added catalytic amounts of potassium iodide and tetra-n-butylammonium bromide followed by stirring at 60° C. for 2 hours. Ethyl acetate was added to the reaction mixture. After insoluble matters were filtered off, the filtrate was washed with an aqueous sodium hydroxide solution and then dried over anhyd... Starting materials: [I-].[Na+] (sodium iodide), CN1C(=C(C=2C=CC=CC2S1(=O)=O)O)C(=O)NC=3C=CC=CN3 (piroxicam), C(OC(C)Cl)(OC)=O (alpha-chloroethyl methyl carbonate), C(C)(C)O (isopropyl alcohol), [K+].[Br-] (KBr). Yields the product COC(=O)OC(C)OC1=C(N(S(C2=C1C=CC=C2)(=O)=O)C)C(=O)NC2=NC=CC=C2 (4-[1-(Methoxycarbonyloxy)ethoxy]-2-methyl-N-(2-pyridyl)-2H-1,2-benzothiazine-3-carboxamide 1,1-Dioxide). RXN SMILES: [I-].[Na+].[CH3:3][N:4]1[S:13](=[O:15])(=[O:14])[C:12]2[CH:11]=[CH:10][CH:9]=[CH:8][C:7]=2[C:6]([OH:16])=[C:5]1[C:17]([NH:19][C:20]1[CH:21]=[CH:22][CH:23]=[CH:24][N:25]=1)=[O:18].[C:26](=[O:33])([O:31][CH3:32])[O:27][CH:28](Cl)[CH3:29].C(O)(C)C.[K+].[Br-]>>[CH3:32][O:31][C:26]([O:27][CH:28]([O:16][C:6]1[C:7]2[CH:8]=[CH:9][CH:10]=[CH:11][C:12]=2[S:13](=[O:15])(=[O:14])[N:4]([CH3:3])[C:5]=1[C:17]([NH:19][C:20]1[CH:21]=[CH:22][CH:23]=[CH:24][N:25]=1)=[O:18])[CH3:29])=[O:33] |f:0.1,5.6|. Procedure: By the method of Example 6, using a reflux time of 1 hour prior to addition of a sodium iodide, piroxicam (2.00 g, 6.0 mmol) and alpha-chloroethyl methyl carbonate (2.50 g, 18.1 mmol) were converted to chromatographed title product as a yellow solid which was crystallized from isopropyl alcohol (660 mg, 1.5 mmol, 25.0%): mp 150°-151° C.; IR (KBr) 1757, 1677 cm-1 ; 1H NMR (CDCl3) delta 1.75 (d, J=6 Hz, 3H), 3.12 (s, 3H), 3.65 (s, 3H), 6.35 (q, J=6 Hz, 1H), 7.07-7.18 (m, 1H), 7.65-7.95 (m, 5H), 8.... Conditions: time 20 minute. Isolated yield 33.6%. Yields the product ClC1=C(C=C2C(=CNC2=C1)C=O)C1=CC=C(C=C1)CCCO (6-chloro-5-[4-(3-hydroxypropyl)phenyl]-1H-indole-3-carbaldehyde). The reagents and catalysts are C1=CC=C(C=C1)P([C-]2C=CC=C2)C3=CC=CC=C3.C1=CC=C(C=C1)P([C-]2C=CC=C2)C3=CC=CC=C3.Cl[Pd]Cl.[Fe+2] (Pd(dppf)Cl2). RXN SMILES: [Cl:1][C:2]1[CH:10]=[C:9]2[C:5]([CH:6]=[CH:7][NH:8]2)=[CH:4][C:3]=1B1OCC(C)(C)CO1.[C:19](=O)([O-])[O-:20].[K+].[K+].Br[C:26]1[CH:31]=[CH:30][C:29]([CH2:32][CH2:33][CH2:34][OH:35])=[CH:28][CH:27]=1>O1CCOCC1.CN(C=O)C.C1C=CC(P(C2C=CC=CC=2)[C-]2C=CC=C2)=CC=1.C1C=CC(P(C2C=CC=CC=2)[C-]2C=CC=C2)=CC=1.Cl[Pd]Cl.[Fe+2]>[Cl:1][C:2]1[CH:10]=[C:9]2[C:5]([C:6]([CH:19]=[O:20])=[CH:7][NH:8]2)=[CH:4][C:3]=1[C:26]1[CH:31]=[CH:30][C:29]([CH2:32][CH2:33][CH2:34][OH:35])=[CH:28][CH:27]=1 |f:1.2.3,7.8.9.10|. Reactants: ClC1=C(C=C2C=CNC2=C1)B1OCC(CO1)(C)C (6-chloro-5-(5,5-dimethyl-1,3,2-dioxaborinan-2-yl)-1H-indole), N,N-dimethylformiminium chloride, BrC1=CC=C(C=C1)CCCO (3-(4-bromophenyl)propan-1-ol), C([O-])([O-])=O.[K+].[K+] (potassium carbonate). Run in O1CCOCC1 (dioxane), CN(C)C=O (DMF). Procedure: To a solution of 6-chloro-5-(5,5-dimethyl-1,3,2-dioxaborinan-2-yl)-1H-indole (100 mg, 0.379 mmol) in dioxane (2 mL) and DMF (0.1 mL) was added N,N-dimethylformiminium chloride (180 mg, 0.36 mmol). The resulting mixture was stirred at room temperature for 20 min. The reaction was quenched with 2.0N potassium carbonate (1.5 mL, 3.0 mmol), then 3-(4-bromophenyl)propan-1-ol (81.5 mg, 0.379 mmol) and Pd(dppf)Cl2 (28 mg, 0.037 mmol) were added, then heated to 90° C. for 30 min. The reaction mixture wa...